Task: describe an organic reaction: reactants, conditions, products, and yield. Dataset: the Open Reaction Database (ORD), a public repository of structured organic reaction records Reactants: OCCBr, O=C([O-])[O-], CC(=O)N1CCNCC1, CC#N, [K+], [K+]. Product: CC(=O)N1CCN(CCO)CC1. As a reaction SMILES: [Br:10][CH2:11][CH2:12][OH:13].[C:14](=[O:15])([O-:16])[O-:17].[C:1]([CH3:2])(=[O:3])[N:4]1[CH2:5][CH2:6][NH:7][CH2:8][CH2:9]1.[CH3:20][C:21]#[N:22].[K+:18].[K+:19]>>[C:1]([CH3:2])(=[O:3])[N:4]1[CH2:5][CH2:6][N:7]([CH2:11][CH2:12][OH:13])[CH2:8][CH2:9]1. The reactants are FC(C=1C=C(OC2CN(C2)C(=O)N)C=CC1)(F)F (3-[3-(trifluoromethyl)phenoxy]-1-azetidinecarboxamide), C=O (formaldehyde), two. Reaction conditions: temperature 65 celsius, time 60 hour. The product is OCNC(=O)N1CC(C1)OC1=CC(=CC=C1)C(F)(F)F (N-Hydroxymethyl-3-[3-(trifluoromethyl)phenoxy]-1-azetidinecarboxamide). The yield is 30.5%. RXN SMILES: [F:1][C:2]([F:18])([F:17])[C:3]1[CH:4]=[C:5]([CH:14]=[CH:15][CH:16]=1)[O:6][CH:7]1[CH2:10][N:9]([C:11]([NH2:13])=[O:12])[CH2:8]1.[CH2:19]=[O:20]>>[OH:20][CH2:19][NH:13][C:11]([N:9]1[CH2:8][CH:7]([O:6][C:5]2[CH:14]=[CH:15][CH:16]=[C:3]([C:2]([F:1])([F:17])[F:18])[CH:4]=2)[CH2:10]1)=[O:12]. Procedure details: A mixture of 0.639 g (0.0024 mole) of 3-[3-(trifluoromethyl)phenoxy]-1-azetidinecarboxamide and 6 ml of 37% formaldehyde solution were heated on a water bath at 65° C. for 1 hr, at which time dissolution was complete. The solution was stirred at room temperature for approximately 60 hr. The reaction mixture was divided into two 15 ml centrifuge tubes each extracted three times with ether. The combined extracts were dried over magnesium sulfate, decolorized with charcoal and evaporated to dryness... Reactants: CI (Methyl iodide), C1CCC2=NCCCN2CC1 (1,8-diazabicyclo[5,4,0]-7-undecene), [Br-].NC1=[N+](C=CC=C1C)CC(=O)OCC (2-amino-1-(ethoxycarbonylmethyl)-3-methylpyridinium bromide), C(#N)C(=COCC)C(=O)OCC (1-cyano-1-(ethoxycarbonyl)-2-ethoxyethylene). The solvent is CC(=O)C (acetone), ClCCl (dichloromethane), ClCCl (dichloromethane). Reaction conditions: time 30 minute. The product is C(#N)C(=CC1=C(N=C2N1C=CC=C2C)OC)C(=O)OCC (3-[2-Cyano-2-(ethoxycarbonyl)vinyl]-2-methoxy-8-methylimidazo[1,2-a]pyridin). Isolated yield 54.7%. Reaction SMILES: C1CCN2C(=NCCC2)CC1.[Br-].[NH2:13][C:14]1[C:19]([CH3:20])=[CH:18][CH:17]=[CH:16][N+:15]=1[CH2:21][C:22]([O:24][CH2:25]C)=O.[C:27]([C:29]([C:34]([O:36][CH2:37][CH3:38])=[O:35])=[CH:30]OCC)#[N:28].CI>ClCCl.CC(C)=O>[C:27]([C:29]([C:34]([O:36][CH2:37][CH3:38])=[O:35])=[CH:30][C:21]1[N:15]2[CH:16]=[CH:17][CH:18]=[C:19]([CH3:20])[C:14]2=[N:13][C:22]=1[O:24][CH3:25])#[N:28] |f:1.2|. Procedure: Eight ml of 1,8-diazabicyclo[5,4,0]-7-undecene was added dropwise to a mixture of 2-amino-1-(ethoxycarbonylmethyl)-3-methylpyridinium bromide (5.5 g; 20 mmol) and dichloromethane (200 ml), and then the mixture was stirred for 30 min at room temperature. To the stirred mixture was dropped 1-cyano-1-(ethoxycarbonyl)-2-ethoxyethylene (3.4 g; 20 mmol) in dichloromethane (100 ml) and the mixture was further stirred for 30 min at room temperature. The mixture was evaporated, and the resultant residue ... The reactants are C#CCBr, O=C([O-])[O-], CC(C)(C)OC(=O)N1CCNCC1, CC#N, [Na+], [Na+]. The product is C#CCN1CCN(C(=O)OC(C)(C)C)CC1. Reaction SMILES: [Br:20][CH2:21][C:22]#[CH:23].[C:14](=[O:15])([O-:16])[O-:17].[C:1]([CH3:2])([CH3:3])([CH3:4])[O:5][C:6](=[O:7])[N:8]1[CH2:9][CH2:10][NH:11][CH2:12][CH2:13]1.[CH3:24][C:25]#[N:26].[Na+:18].[Na+:19]>>[C:1]([CH3:2])([CH3:3])([CH3:4])[O:5][C:6](=[O:7])[N:8]1[CH2:9][CH2:10][N:11]([CH2:23][C:22]#[CH:21])[CH2:12][CH2:13]1. Reactants: CN1CCC(CC1)=O (N-methyl-4-piperidone), C(=O)(O)[O-].[Na+] (NaHCO3), CC1(CNC2=CC(=CC=C12)[N+](=O)[O-])C (3,3-Dimethyl-6-nitroindoline), [BH-](OC(=O)C)(OC(=O)C)OC(=O)C.[Na+] (NaBH(OAc)3). The solvent is C(Cl)Cl (CH2Cl2), CC(=O)O (AcOH). Run at time 8 hour. Product: CC1(CN(C2=CC(=CC=C12)[N+](=O)[O-])C1CCN(CC1)C)C (3,3-dimethyl-1-(1-methyl-piperidin-4-yl)-6-nitro-2,3-dihydro-1H-indole). Reaction SMILES: [CH3:1][C:2]1([CH3:14])[C:10]2[C:5](=[CH:6][C:7]([N+:11]([O-:13])=[O:12])=[CH:8][CH:9]=2)[NH:4][CH2:3]1.[CH3:15][N:16]1[CH2:21][CH2:20][C:19](=O)[CH2:18][CH2:17]1.[BH-](OC(C)=O)(OC(C)=O)OC(C)=O.[Na+].C([O-])(O)=O.[Na+]>C(Cl)Cl.CC(O)=O>[CH3:1][C:2]1([CH3:14])[C:10]2[C:5](=[CH:6][C:7]([N+:11]([O-:13])=[O:12])=[CH:8][CH:9]=2)[N:4]([CH:19]2[CH2:20][CH2:21][N:16]([CH3:15])[CH2:17][CH2:18]2)[CH2:3]1 |f:2.3,4.5|. Procedure details: 3,3-Dimethyl-6-nitroindoline (0.8 g) was dissolved in CH2Cl2 (50 mL), N-methyl-4-piperidone (1 g) was added to the mixture, followed by 2.5 g NaBH(OAc)3 and glacial AcOH (1 mL). The mixture was stirred at RT overnight. Saturated NaHCO3 solution (50 ml) was added to the reaction mixture and stirred for 1 h. The resulting mixture was separated by separation funnel, the organic layer was extracted once with saturated NaHCO3 solution and once with brine, the resulting organic layer was dried over Mg... The reactants are NC1=CC=C2C(=N1)C(=CN2)C2CCN(CC2)C(=O)OC(C)(C)C (5-amino-3-(1-tert-butoxycarbonylpiperidin-4-yl)pyrrolo[3,2-b]pyridine), C(CC)(=O)Cl (propionyl chloride). The product is C(CC)(=O)NC1=CC=C2C(=N1)C(=CN2)C2CCNCC2 (5-(N-[propionyl]amino)-3-(piperidin-4-yl)pyrrolo[3,2-b]pyridine). As a reaction SMILES: [NH2:1][C:2]1[N:7]=[C:6]2[C:8]([CH:11]3[CH2:16][CH2:15][N:14](C(OC(C)(C)C)=O)[CH2:13][CH2:12]3)=[CH:9][NH:10][C:5]2=[CH:4][CH:3]=1.[C:24](Cl)(=[O:27])[CH2:25][CH3:26]>>[C:24]([NH:1][C:2]1[N:7]=[C:6]2[C:8]([CH:11]3[CH2:12][CH2:13][NH:14][CH2:15][CH2:16]3)=[CH:9][NH:10][C:5]2=[CH:4][CH:3]=1)(=[O:27])[CH2:25][CH3:26]. Procedure: Beginning with 0.015 gm (0.047 mMol) 5-amino-3-(1-tert-butoxycarbonylpiperidin-4-yl)pyrrolo[3,2-b]pyridine and 0.005 mL (0.062 mMol) propionyl chloride, the title compound was prepared. Reactants: C(C1=CC=CC=C1)(=O)N (benzamide), alkyllithium, C1 -C7 alkyllithium, ClC(=O)OC1=CC=CC=C1 (phenyl chloroformate), benzoylureas, C(C1=CC=CC=C1)(=O)N (benzamide), amine. Yields the product ClC(=O)OC1=CC=CC=C1 (phenyl chloroformate), NC(=O)OCC (urethane). RXN SMILES: C([NH2:9])(=O)C1C=CC=CC=1.[Cl:10][C:11]([O:13][C:14]1[CH:19]=[CH:18][CH:17]=[CH:16][CH:15]=1)=[O:12]>>[Cl:10][C:11]([O:13][C:14]1[CH:19]=[CH:18][CH:17]=[CH:16][CH:15]=1)=[O:12].[NH2:9][C:11]([O:13][CH2:14][CH3:19])=[O:12]. Procedure details: We have now discovered a method for the preparation of benzoylureas such as those disclosed in U.S. Pat. No. 3,748,356 and Belgian Pat. No. 833,288, which comprises the reaction of a benzamide, a C1 -C7 alkyllithium, a phenyl chloroformate and an amine. In one embodiment of the reaction, the benzamide is treated with the alkyllithium and a phenyl chloroformate in an inert solvent at a temperature of from about -80° to about -40° C. to form an intermediate urethane, the intermediate urethane is t...